Dataset: the Open Reaction Database (ORD), a public repository of structured organic reaction records. Task: describe an organic reaction: reactants, conditions, products, and yield Reactants: NN (Hydrazine), N1(CCCCC1)CCCCCCCCC1=C2C(C(=O)NC2=O)=CC=C1 (8-piperidinyloctylphthalimide). Solvent: CO (methanol). Yields the product N1(CCCCC1)CCCCCCCCN (8-piperidinyloctylamine). Reaction SMILES: [NH2:1]N.[N:3]1([CH2:9][CH2:10][CH2:11][CH2:12][CH2:13][CH2:14][CH2:15][CH2:16]C2C=CC=C3C(NC(=O)C=23)=O)[CH2:8][CH2:7][CH2:6][CH2:5][CH2:4]1>CO>[N:3]1([CH2:9][CH2:10][CH2:11][CH2:12][CH2:13][CH2:14][CH2:15][CH2:16][NH2:1])[CH2:4][CH2:5][CH2:6][CH2:7][CH2:8]1. Procedure details: Hydrazine (aqueous solution at 35% by wt.) (0.15 ml; 1.6 mmoles) was added to 8-piperidinyloctylphthalimide (274 mg; 0.8 mmoles) in methanol (5 ml) and the resulting solution was refluxed. Reaction times and process as per Example 1. The reactants are CC1=C(C=NN1C1=NC=CC=C1)C(C)=O (1-(5-methyl-1-pyridin-2-yl-1H-pyrazol-4-yl)-ethanone), CC=1N=C(SC1C(C)=O)C=1SC=CC1 (1-(4-methyl-2-thiophen-2-yl-thiazol-5-yl)-ethanone), N (NH3). Product: CC1=C(C=NN1C1=NC=CC=C1)C1=NC2=CC=C(C=C2C=C1)CCN1[C@@H](CCC1)C (2-(5-Methyl-1-Pyridin-2-yl-1H-pyrazol-4-yl)-6-[2-((2R)-2-methyl-pyrrolidin-1-yl)-ethyl]-quinoline). Reaction SMILES: [CH3:1][C:2]1[N:6]([C:7]2[CH:12]=[CH:11][CH:10]=[CH:9][N:8]=2)[N:5]=[CH:4][C:3]=1[C:13](=O)[CH3:14].[CH3:16][C:17]1[N:18]=[C:19]([C:25]2S[CH:27]=[CH:28][CH:29]=2)S[C:21]=1[C:22](=O)[CH3:23].[NH3:30]>>[CH3:1][C:2]1[N:6]([C:7]2[CH:12]=[CH:11][CH:10]=[CH:9][N:8]=2)[N:5]=[CH:4][C:3]=1[C:13]1[CH:14]=[CH:13][C:3]2[C:2](=[CH:27][CH:28]=[C:29]([CH2:25][CH2:19][N:18]3[CH2:23][CH2:22][CH2:21][C@H:17]3[CH3:16])[CH:4]=2)[N:30]=1. Procedure details: The title compound was prepared using the procedure described in Example 1G using 1-(5-methyl-1-pyridin-2-yl-1H-pyrazol-4-yl)-ethanone (Singh, S. P., et. al. Heterocycl. Commun., 2001, 7(1), p. 49-54) for 1-(4-methyl-2-thiophen-2-yl-thiazol-5-yl)-ethanone. 1H NMR (300 MHz, CDCl3) δ 1.14 (d, J=6.10 Hz, 3H), 1.46 (m, 1H), 1.77 (m, 2H), 1.96 (m, 1H), 2.25 (q, J=8.82 Hz, 1H), 2.40 (m, 2H), 3.01 (m, 2H), 3.06 (s, 3H), 3.13 (m, 1H), 3.30 (td, J=8.56, 2.54 Hz, 1H), 7.26 (m, 1H), 7.61 (m, 3H), 7.87 (m, ...